Dataset: the Open Reaction Database (ORD), a public repository of structured organic reaction records. Task: describe an organic reaction: reactants, conditions, products, and yield The reactants are ClC1=CC=C(C=C1)N=C=O (1-chloro-4-isocyanatobenzene), FC([C@H](CN1CC(S(CC1)(=O)=O)C1=CC(=CC=C1)OC)O)(F)F ((S)-1,1,1-trifluoro-3-[2-(3-methoxyphenyl)-1,1-dioxo-1λ6-thiomorpholin-4-yl]-propan-2-ol), ClC1=CC=C(C=C1)N=C=O (1-chloro-4-isocyanatobenzene), ClC1=CC=C(C=C1)N=C=O (1-chloro-4-isocyanatobenzene). The solvent is C(C)#N (acetonitrile). Reaction conditions: temperature 85 celsius. The product is FC([C@H](CN1C[C@H](S(CC1)(=O)=O)C1=CC(=CC=C1)OC)OC(NC1=CC=C(C=C1)Cl)=O)(F)F ((4-chlorophenyl)-carbamic acid (S)-2,2,2-trifluoro-1-[(R)-2-(3-methoxyphenyl)-1,1-dioxo-1λ6-thiomorpholin-4-ylmethyl]-ethyl ester). Isolated yield 13.7%. Reaction SMILES: [F:1][C:2]([F:23])([F:22])[C@@H:3]([OH:21])[CH2:4][N:5]1[CH2:10][CH2:9][S:8](=[O:12])(=[O:11])[CH:7]([C:13]2[CH:18]=[CH:17][CH:16]=[C:15]([O:19][CH3:20])[CH:14]=2)[CH2:6]1.[Cl:24][C:25]1[CH:30]=[CH:29][C:28]([N:31]=[C:32]=[O:33])=[CH:27][CH:26]=1>C(#N)C>[F:23][C:2]([F:1])([F:22])[C@@H:3]([O:21][C:32](=[O:33])[NH:31][C:28]1[CH:29]=[CH:30][C:25]([Cl:24])=[CH:26][CH:27]=1)[CH2:4][N:5]1[CH2:10][CH2:9][S:8](=[O:11])(=[O:12])[C@H:7]([C:13]2[CH:18]=[CH:17][CH:16]=[C:15]([O:19][CH3:20])[CH:14]=2)[CH2:6]1. Procedure: In a 25 mL round-bottom flask, (S)-1,1,1-trifluoro-3-[2-(3-methoxyphenyl)-1,1-dioxo-1λ6-thiomorpholin-4-yl]-propan-2-ol (234 mg, 662 μmol) was combined with acetonitrile (5.00 ml) to give a colorless solution. 1-chloro-4-isocyanatobenzene (102 mg, 662 μmol) was added. The reaction mixture was warmed at 85° C. for 3 h, resulting in only a trace of product. Heating was continued at reflux overnight. The reaction was 50% complete by LCMS. An additional 60 mg of 1-chloro-4-isocyanatobenzene was adde... Reactants: C(C=C)NN (allylhydrazine), C1(=CC=CC=C1)CCC(=O)Cl (3-phenylpropanoyl chloride), CN1CCN(CC1)C1=CC=C(N)C=C1 (4-(4-methylpiperazin-1-yl)aniline), N (NH3), CN1CC2=CC(=CC=C2C2(C1)CC2)N (2′-methyl-2′,3′-dihydro-1′H-spiro[cyclopropane-1,4′-isoquinolin]-7′-amine), N=C1NC(NC2=NC=NC=C21)=O (3,4-dihydro-4-imino-pyrimido[4,5-d]pyrimidin-2(1H)-one), CNN (methylhydrazine). The product is C(C=C)N1N=C(C2=C(C1=O)C=NC(=N2)NC2=CC=C1C3(CN(CC1=C2)C)CC3)C=3OC=CC3 (6-allyl-8-(2-furyl)-2-[(2′-methyl-2′,3′-dihydro-1′H-spiro[cyclopropane-1,4′-isoquinolin]-7′-yl)amino]pyrimido[4,5-d]pyridazin-5(6H)-one). Reaction SMILES: [C:1]1([CH2:7][CH2:8][C:9](Cl)=[O:10])[CH:6]=[CH:5][CH:4]=[CH:3]C=1.[CH3:12][N:13]1[CH2:22][C:21]2([CH2:24][CH2:23]2)[C:20]2[C:15](=[CH:16][C:17]([NH2:25])=[CH:18][CH:19]=2)[CH2:14]1.N=C1C2C(=NC=NC=2)NC(=[O:37])N1.CN1CCN(C2C=C[C:48]([NH2:49])=CC=2)CC1.[CH2:52]([NH:55][NH2:56])[CH:53]=[CH2:54].[CH3:57][NH:58]N.N>>[CH2:52]([N:55]1[C:9](=[O:10])[C:8]2[CH:48]=[N:49][C:57]([NH:25][C:17]3[CH:16]=[C:15]4[C:20]([C:21]5([CH2:24][CH2:23]5)[CH2:22][N:13]([CH3:12])[CH2:14]4)=[CH:19][CH:18]=3)=[N:58][C:7]=2[C:1]([C:6]2[O:37][CH:3]=[CH:4][CH:5]=2)=[N:56]1)[CH:53]=[CH2:54]. Procedure details: The title compound was prepared as described in Example 6, substituting furan-2-carbonyl chloride for 3-phenylpropanoyl chloride in Example 6B, 2′-methyl-2′,3′-dihydro-1′H-spiro[cyclopropane-1,4′-isoquinolin]-7′-amine (Furukawa, S.; Ikeno, T.; Kato, S.; Kawasaki, M.; Kojima, H.; Minagawa, W.; Sawada, N.; Yamamoto, F.; Lohani, S.; Wang, Y. Process for preparation of a 3,4-dihydro-4-imino-pyrimido[4,5-d]pyrimidin-2(1H)-one derivative. WO 2009151997) for 4-(4-methylpiperazin-1-yl)aniline in Example...